Dataset: the Open Reaction Database (ORD), a public repository of structured organic reaction records. Task: describe an organic reaction: reactants, conditions, products, and yield Starting materials: C1CCOC1, [H-], [Na+], OC1CCC(NC(c2ccccc2)(c2ccccc2)c2ccccc2)CC1, BrCc1ccc(-c2nc3ccccc3o2)cc1. The product is c1ccc(C(NC2CCC(OCc3ccc(-c4nc5ccccc5o4)cc3)CC2)(c2ccccc2)c2ccccc2)cc1. As a reaction SMILES: [CH2:47]1[O:48][CH2:49][CH2:50][CH2:51]1.[H-:28].[Na+:29].[c:1]1([C:7]([c:8]2[cH:9][cH:10][cH:11][cH:12][cH:13]2)([c:14]2[cH:15][cH:16][cH:17][cH:18][cH:19]2)[NH:20][CH:21]2[CH2:22][CH2:23][CH:24]([OH:27])[CH2:25][CH2:26]2)[cH:2][cH:3][cH:4][cH:5][cH:6]1.[o:30]1[c:31](-[c:39]2[cH:40][cH:41][c:42]([CH2:43][Br:44])[cH:45][cH:46]2)[n:32][c:33]2[c:34]1[cH:35][cH:36][cH:37][cH:38]2>>[c:1]1([C:7]([c:8]2[cH:9][cH:10][cH:11][cH:12][cH:13]2)([c:14]2[cH:15][cH:16][cH:17][cH:18][cH:19]2)[NH:20][CH:21]2[CH2:22][CH2:23][CH:24]([O:27][CH2:43][c:42]3[cH:41][cH:40][c:39](-[c:31]4[o:30][c:34]5[c:33]([n:32]4)[cH:38][cH:37][cH:36][cH:35]5)[cH:46][cH:45]3)[CH2:25][CH2:26]2)[cH:2][cH:3][cH:4][cH:5][cH:6]1. The reactants are COC([C@H](CC1=C(C=C(C=C1C)OCC=1N=C(OC1C)C(C)(C)C)C)OCC)=O ((S)-3-[4-(2-tert-butyl-5-methyl-oxazol-4-ylmethoxy)-2,6-dimethyl-phenyl]-2-ethoxy-propionic acid methyl ester), [Li+].[OH-] (LiOH). Product: C(C)(C)(C)C=1OC(=C(N1)COC1=CC(=C(C(=C1)C)C[C@@H](C(=O)O)OCC)C)C ((S)-3-[4-(2-tert-butyl-5-methyl-oxazol-4-ylmethoxy)-2,6-dimethyl-phenyl]-2-ethoxy-propionic acid). As a reaction SMILES: C[O:2][C:3](=[O:29])[C@@H:4]([O:26][CH2:27][CH3:28])[CH2:5][C:6]1[C:11]([CH3:12])=[CH:10][C:9]([O:13][CH2:14][C:15]2[N:16]=[C:17]([C:21]([CH3:24])([CH3:23])[CH3:22])[O:18][C:19]=2[CH3:20])=[CH:8][C:7]=1[CH3:25].[Li+].[OH-]>>[C:21]([C:17]1[O:18][C:19]([CH3:20])=[C:15]([CH2:14][O:13][C:9]2[CH:10]=[C:11]([CH3:12])[C:6]([CH2:5][C@H:4]([O:26][CH2:27][CH3:28])[C:3]([OH:29])=[O:2])=[C:7]([CH3:25])[CH:8]=2)[N:16]=1)([CH3:23])([CH3:24])[CH3:22] |f:1.2|. Reported procedure: In analogy to the procedure described in example 46 d], (S)-3-[4-(2-tert-butyl-5-methyl-oxazol-4-ylmethoxy)-2,6-dimethyl-phenyl]-2-ethoxy-propionic acid methyl ester was treated with LiOH to obtain (S)-3-[4-(2-tert-butyl-5-methyl-oxazol-4-ylmethoxy)-2,6-dimethyl-phenyl]-2-ethoxy-propionic acid as colorless solid. Reactants: Cc1cn(C(=O)OC(C)(C)C)c2c(Cl)ncc(C(=O)O)c12, CCN1CCOCC1, C1COCCN1, CCN=C=NCCCN(C)C, CN(C)C=O, CCOC(C)=O, Cl, O, On1nnc2ccccc21. Product: Cc1cn(C(=O)OC(C)(C)C)c2c(Cl)ncc(C(=O)N3CCOCC3)c12. RXN SMILES: [C:1]([CH3:2])([CH3:3])([CH3:4])[O:5][C:6](=[O:7])[n:8]1[cH:9][c:10]([CH3:21])[c:11]2[c:12]1[c:13]([Cl:20])[n:14][cH:15][c:16]2[C:17](=[O:18])[OH:19].[CH2:22]([CH3:23])[N:24]1[CH2:25][CH2:26][O:27][CH2:28][CH2:29]1.[CH2:30]1[NH:31][CH2:32][CH2:33][O:34][CH2:35]1.[CH3:48][N:49]([CH3:50])[CH2:51][CH2:52][CH2:53][N:54]=[C:55]=[N:56][CH2:57][CH3:58].[CH3:59][N:60]([CH3:61])[CH:62]=[O:63].[CH3:64][CH2:65][O:66][C:67](=[O:68])[CH3:69].[ClH:47].[OH2:36].[OH:37][n:38]1[c:39]2[cH:40][cH:41][cH:42][cH:43][c:44]2[n:45][n:46]1>>[C:1]([CH3:2])([CH3:3])([CH3:4])[O:5][C:6](=[O:7])[n:8]1[cH:9][c:10]([CH3:21])[c:11]2[c:12]1[c:13]([Cl:20])[n:14][cH:15][c:16]2[C:17](=[O:19])[N:24]1[CH2:25][CH2:26][O:27][CH2:28][CH2:29]1. Reaction SMILES: [CH3:11][CH2:12][N:13]=[C:14]=[N:15][CH2:16][CH2:17][CH2:18][N:19]([CH3:20])[CH3:21].[CH3:32][NH:33][O:34][CH3:35].[CH:22]([N:23]([CH2:24][CH3:25])[CH:26]([CH3:27])[CH3:28])([CH3:29])[CH3:30].[Cl:36][CH2:37][Cl:38].[ClH:31].[OH2:39].[OH:1][CH:2]1[CH2:3][CH2:4][CH:5]([C:8](=[O:9])[OH:10])[CH2:6][CH2:7]1>>[OH:1][CH:2]1[CH2:3][CH2:4][CH:5]([C:8](=[O:10])[N:33]([CH3:32])[O:34][CH3:35])[CH2:6][CH2:7]1. Reactants: CCN=C=NCCCN(C)C, CNOC, CCN(C(C)C)C(C)C, ClCCl, Cl, O, O=C(O)C1CCC(O)CC1. Product: CON(C)C(=O)C1CCC(O)CC1. Starting materials: O1CCN(CC1)S(=O)(=O)C1=CC2=C(SC3(C(OCC3)=O)C2=O)C=C1 (5-morpholinosulfonyl-4',5'-dihydrospiro[benzo[b]thiophene-2(3H),3'(2'H)-furan]3,2'-dione), CC(=O)C (acetone). The solvent is O (H2O). The product is O1CCN(CC1)S(=O)(=O)C1=CC2=C(SC3(CC3)C2=O)C=C1 (5-Morpholinosulfonylspiro[benzo[b]thiophene-2(3H),1'-cyclopropan]-3-one). RXN SMILES: [O:1]1[CH2:6][CH2:5][N:4]([S:7]([C:10]2[CH:24]=[CH:23][C:13]3[S:14][C:15]4([C:21](=[O:22])[C:12]=3[CH:11]=2)[CH2:19]CO[C:16]4=O)(=[O:9])=[O:8])[CH2:3][CH2:2]1.CC(C)=O>O>[O:1]1[CH2:6][CH2:5][N:4]([S:7]([C:10]2[CH:24]=[CH:23][C:13]3[S:14][C:15]4([C:21](=[O:22])[C:12]=3[CH:11]=2)[CH2:19][CH2:16]4)(=[O:8])=[O:9])[CH2:3][CH2:2]1. Reported procedure: 5-Morpholinosulfonylspiro[benzo[b]thiophene-2(3H),1'-cyclopropan]-3-one was prepared by a similar procedure to that of Example 8 except for the use of 5-morpholinosulfonyl-4',5'-dihydrospiro[benzo[b]thiophene-2(3H),3'(2'H)-furan]3,2'-dione obtained in Reference Example 18. Colorless needles (from acetone --H2O), mp 162.5°-165° C. Anal. Calcd. for C14H15NO4S: C, 51.67; H, 4.65; N, 4.31. Found: C, 51.45; H, 4.55; N, 4.41. Starting materials: C1(CC=CC1)C(=O)C=1C(=NC=CC1)OC (Cyclopent-3-enyl-(2-methoxy-pyridin-3-yl)-methanone), O (water), O.NN (hydrazine hydrate), [OH-].[K+] (potassium hydroxide). Solvent: C(CO)O (ethylene glycol). Conditions: time 18 hour. The product is C1(CC=CC1)CC=1C(=NC=CC1)OC (3-Cyclopent-3-enylmethyl-2-methoxy-pyridine). The yield is 50.9%. RXN SMILES: [CH:1]1([C:6]([C:8]2[C:9]([O:14][CH3:15])=[N:10][CH:11]=[CH:12][CH:13]=2)=O)[CH2:5][CH:4]=[CH:3][CH2:2]1.O.NN.[OH-].[K+].O>C(O)CO>[CH:1]1([CH2:6][C:8]2[C:9]([O:14][CH3:15])=[N:10][CH:11]=[CH:12][CH:13]=2)[CH2:2][CH:3]=[CH:4][CH2:5]1 |f:1.2,3.4|. Procedure: Cyclopent-3-enyl-(2-methoxy-pyridin-3-yl)-methanone (10.0 g, 49.3 mmol), hydrazine hydrate (6.33 g, 198 mmol) and pulverized potassium hydroxide (85% KOH) (16.8 g, 300 mmol) were warmed in ethylene glycol (100 mL) until solution occurred at 100° C. then to 180° C. for 18 h. The mixture was cooled to room temperature and treated with water (100 mL) then extracted with 50% EtOAc/hexanes (3×80 mL). The organic layer was washed with saturated aqueous NaCl solution, dried over Na2SO4 and concentrated... Starting materials: CC(C)OC(=O)CCCC=CCC1C(OC2CCCCO2)CC(F)C1CO[Si](c1ccccc1)(c1ccccc1)C(C)(C)C, CCCC[N+](CCCC)(CCCC)CCCC, C1CCOC1, [F-], [K+], O=S(=O)([O-])O. Product: CC(C)OC(=O)CCCC=CCC1C(OC2CCCCO2)CC(F)C1CO. As a reaction SMILES: [C:1]([Si:2]([c:3]1[cH:4][cH:5][cH:33][cH:34][cH:35]1)([O:6][CH2:7][CH:8]1[CH:9]([CH2:21][CH:22]=[CH:23][CH2:24][CH2:25][CH2:26][C:27](=[O:28])[O:29][CH:30]([CH3:31])[CH3:32])[CH:10]([O:14][CH:15]2[O:16][CH2:17][CH2:18][CH2:19][CH2:20]2)[CH2:11][CH:12]1[F:13])[c:36]1[cH:37][cH:38][cH:39][cH:40][cH:41]1)([CH3:42])([CH3:43])[CH3:44].[CH2:46]([N+:47]([CH2:48][CH2:49][CH2:50][CH3:51])([CH2:52][CH2:53][CH2:54][CH3:55])[CH2:56][CH2:57][CH2:58][CH3:59])[CH2:60][CH2:61][CH3:62].[CH2:69]1[O:70][CH2:71][CH2:72][CH2:73]1.[F-:45].[K+:68].[S:63](=[O:64])(=[O:65])([OH:66])[O-:67]>>[OH:6][CH2:7][CH:8]1[CH:9]([CH2:21][CH:22]=[CH:23][CH2:24][CH2:25][CH2:26][C:27](=[O:28])[O:29][CH:30]([CH3:31])[CH3:32])[CH:10]([O:14][CH:15]2[O:16][CH2:17][CH2:18][CH2:19][CH2:20]2)[CH2:11][CH:12]1[F:13]. The reactants are NC1=CC(=C(C=C1)[N+](=O)[O-])N (1,3-diamino-4-nitrobenzene), C(#N)CC(=O)Cl (cyanoacetyl chloride). The solvent is C1=CC=CC=C1 (benzene). Yields the product NC1=CC(=C(C=C1)[N+](=O)[O-])NC(CC#N)=O (1-Amino-3-cyanoacetylamino-4-nitrobenzene). As a reaction SMILES: [NH2:1][C:2]1[CH:7]=[CH:6][C:5]([N+:8]([O-:10])=[O:9])=[C:4]([NH2:11])[CH:3]=1.[C:12]([CH2:14][C:15](Cl)=[O:16])#[N:13]>C1C=CC=CC=1>[NH2:1][C:2]1[CH:7]=[CH:6][C:5]([N+:8]([O-:10])=[O:9])=[C:4]([NH:11][C:15](=[O:16])[CH2:14][C:12]#[N:13])[CH:3]=1. Reported procedure: 9.04 gm (0.059 mol) of 1,3-diamino-4-nitrobenzene, 5.69 gm (0.054 mol) of cyanoacetyl chloride were boiled in 100 ml of benzene for 4 hours at reflux. The precipitation of the reaction product occurred during the reaction and was completed by concentration of the reaction solution. The separated precipitate was purified by recrystallization from acetic acid. On the basis of the analysis data and IR- and NRM-measurements the product has the formula: 1-amino-3-cyanoacetylamino-4-nitrobenzene and a... Starting materials: CC(=O)O[BH-](OC(C)=O)OC(C)=O, C=O, CC(Cl)Cl, Nc1ncnc2c1c(-c1ccc(Oc3ccccc3)cc1)nn2C1CN(CC2(O)CCNCC2)C1, [Na+]. The product is CN1CCC(O)(CN2CC(n3nc(-c4ccc(Oc5ccccc5)cc4)c4c(N)ncnc43)C2)CC1. Reaction SMILES: [C:38]([O:39][BH-:40]([O:41][C:42](=[O:43])[CH3:44])[O:45][C:46](=[O:47])[CH3:48])(=[O:49])[CH3:50].[CH2:36]=[O:37].[Cl:52][CH:53]([Cl:54])[CH3:55].[NH2:1][c:2]1[c:3]2[c:4]([n:5][cH:6][n:7]1)[n:8]([CH:24]1[CH2:25][N:26]([CH2:28][C:29]3([OH:35])[CH2:30][CH2:31][NH:32][CH2:33][CH2:34]3)[CH2:27]1)[n:9][c:10]2-[c:11]1[cH:12][cH:13][c:14]([O:17][c:18]2[cH:19][cH:20][cH:21][cH:22][cH:23]2)[cH:15][cH:16]1.[Na+:51]>>[NH2:1][c:2]1[c:3]2[c:4]([n:5][cH:6][n:7]1)[n:8]([CH:24]1[CH2:25][N:26]([CH2:28][C:29]3([OH:35])[CH2:30][CH2:31][N:32]([CH3:38])[CH2:33][CH2:34]3)[CH2:27]1)[n:9][c:10]2-[c:11]1[cH:12][cH:13][c:14]([O:17][c:18]2[cH:19][cH:20][cH:21][cH:22][cH:23]2)[cH:15][cH:16]1.